Dataset: the Open Reaction Database (ORD), a public repository of structured organic reaction records. Task: describe an organic reaction: reactants, conditions, products, and yield Starting materials: ice, N1CCC(CC1)N1C(NC2=C(CC1)C=CC=C2)=O (3-piperidin-4-yl-1,3,4,5-tetrahydro-1,3-benzodiazepin-2-one), N[C@@H](C(=O)N1CCN(CC1)C1CCN(CC1)C)CC1=CC(=C(C=C1)CC)CC ((R)-2-amino-3-(3,4-diethyl-phenyl)-1-[4-(1-methyl-piperidin-4-yl)-piperazin-1-yl]-propan-1-one), C1CCOC1 (THF), ice, C1CCOC1 (THF). Solvent: CN(C)C=O (DMF). The product is C(C)C=1C=C(C[C@H](C(=O)N2CCN(CC2)C2CCN(CC2)C)NC(=O)N2CCC(CC2)N2C(NC3=C(CC2)C=CC=C3)=O)C=CC1CC (4-(2-oxo-1,2,4,5-tetrahydro-1,3-benzodiazepin-3-yl)-piperidine-1-carboxylic acid-{(R)-1-(3,4-diethyl-benzyl)-2-[4-(1-methyl-piperidin-4-yl)-piperazin-1-yl]-2-oxo-ethyl}-amide). Reaction SMILES: [NH2:1][C@H:2]([CH2:18][C:19]1[CH:24]=[CH:23][C:22]([CH2:25][CH3:26])=[C:21]([CH2:27][CH3:28])[CH:20]=1)[C:3]([N:5]1[CH2:10][CH2:9][N:8]([CH:11]2[CH2:16][CH2:15][N:14]([CH3:17])[CH2:13][CH2:12]2)[CH2:7][CH2:6]1)=[O:4].[NH:29]1[CH2:34][CH2:33][CH:32]([N:35]2[CH2:41][CH2:40][C:39]3[CH:42]=[CH:43][CH:44]=[CH:45][C:38]=3[NH:37][C:36]2=[O:46])[CH2:31][CH2:30]1.C1C[O:50][CH2:49]C1>CN(C=O)C>[CH2:27]([C:21]1[CH:20]=[C:19]([CH:24]=[CH:23][C:22]=1[CH2:25][CH3:26])[CH2:18][C@@H:2]([NH:1][C:49]([N:29]1[CH2:30][CH2:31][CH:32]([N:35]2[CH2:41][CH2:40][C:39]3[CH:42]=[CH:43][CH:44]=[CH:45][C:38]=3[NH:37][C:36]2=[O:46])[CH2:33][CH2:34]1)=[O:50])[C:3]([N:5]1[CH2:10][CH2:9][N:8]([CH:11]2[CH2:16][CH2:15][N:14]([CH3:17])[CH2:13][CH2:12]2)[CH2:7][CH2:6]1)=[O:4])[CH3:28]. Procedure details: 1.70 g (4.39 mmol) of (R)-2-amino-3-(3,4-diethyl-phenyl)-1-[4-(1-methyl-piperidin-4-yl)-piperazin-1-yl]-propan-1-one, dissolved in 25 mL of THF, was slowly added dropwise to the ice-cooled mixture of 75 mL of THF and 0.80 g (4.63 mmol) of CDT. Then the mixture was stirred for 30 min in the ice bath and for a further 45 min at RT before the solution of 1.1 g (4.48 mmol) of 3-piperidin-4-yl-1,3,4,5-tetrahydro-1,3-benzodiazepin-2-one in 20 mL of DMF was added and refluxed for 4 h. The reaction mixt... Reactants: COC(CC(CCCC(C)(C)Cl)C)OC (1,1-dimethoxy-7-chloro-3,7-dimethyloctane), [SH-].[Na+] (sodium hydrosulfide). Solvent: CO (methanol). Product: COC(CC(CCCC(C)(C)S)C)OC (1,1-dimethoxy-7-mercapto-3,7-dimethyloctane). As a reaction SMILES: [CH3:1][O:2][CH:3]([O:14][CH3:15])[CH2:4][CH:5]([CH3:13])[CH2:6][CH2:7][CH2:8][C:9](Cl)([CH3:11])[CH3:10].[SH-:16].[Na+]>CO>[CH3:1][O:2][CH:3]([O:14][CH3:15])[CH2:4][CH:5]([CH3:13])[CH2:6][CH2:7][CH2:8][C:9]([SH:16])([CH3:11])[CH3:10] |f:1.2|. Reported procedure: A solution of 10 g. of 1,1-dimethoxy-7-chloro-3,7-dimethyloctane, 1.1 equivalents of sodium hydrosulfide and 100 ml. of methanol is refluxed for 24 hours. After cooling, solvent is evaporated under reduced pressure and the concentrate taken up in ether. The ether solution is washed with water, dried over magnesium sulfate and then evaporated to give 1,1-dimethoxy-7-mercapto-3,7-dimethyloctane.